From a dataset of the Open Reaction Database (ORD), a public repository of structured organic reaction records. describe an organic reaction: reactants, conditions, products, and yield The reactants are O (water), BrC1=CC(=C(C=C1)C(C(=O)N)N1CCC2(CN(C(CO2)=O)C2CC2)CC1)F (2-(4-bromo-2-fluorophenyl)-2-(4-cyclopropyl-3-oxo-1-oxa-4,9-diazaspiro[5.5]undecan-9-yl)acetamide), FC1=CC=C(C=C1)B(O)O ((4-fluorophenyl)boronic acid), C([O-])([O-])=O.[K+].[K+] (potassium carbonate). The reagents and catalysts are C1=CC=C(C=C1)P([C-]2C=CC=C2)C3=CC=CC=C3.C1=CC=C(C=C1)P([C-]2C=CC=C2)C3=CC=CC=C3.Cl[Pd]Cl.[Fe+2].C(Cl)Cl (PdCl2(dppf) CH2Cl2). Solvent: C(C)#N (acetonitrile), O1CCOCC1 (1,4-dioxane). Product: C1(CC1)N1C(COC2(C1)CCN(CC2)C(C(=O)N)C2=C(C=C(C=C2)C2=CC=C(C=C2)F)F)=O (2-(4-cyclopropyl-3-oxo-1-oxa-4,9-diazaspiro[5.5]undecan-9-yl)-2-(3,4′-difluoro-[1,1′-biphenyl]-4-yl)acetamide). Isolated yield 64.4%. RXN SMILES: Br[C:2]1[CH:7]=[CH:6][C:5]([CH:8]([N:12]2[CH2:26][CH2:25][C:15]3([O:20][CH2:19][C:18](=[O:21])[N:17]([CH:22]4[CH2:24][CH2:23]4)[CH2:16]3)[CH2:14][CH2:13]2)[C:9]([NH2:11])=[O:10])=[C:4]([F:27])[CH:3]=1.[F:28][C:29]1[CH:34]=[CH:33][C:32](B(O)O)=[CH:31][CH:30]=1.C(=O)([O-])[O-].[K+].[K+].O>O1CCOCC1.C1C=CC(P(C2C=CC=CC=2)[C-]2C=CC=C2)=CC=1.C1C=CC(P(C2C=CC=CC=2)[C-]2C=CC=C2)=CC=1.Cl[Pd]Cl.[Fe+2].C(Cl)Cl.C(#N)C>[CH:22]1([N:17]2[CH2:16][C:15]3([CH2:25][CH2:26][N:12]([CH:8]([C:5]4[CH:6]=[CH:7][C:2]([C:32]5[CH:33]=[CH:34][C:29]([F:28])=[CH:30][CH:31]=5)=[CH:3][C:4]=4[F:27])[C:9]([NH2:11])=[O:10])[CH2:13][CH2:14]3)[O:20][CH2:19][C:18]2=[O:21])[CH2:24][CH2:23]1 |f:2.3.4,7.8.9.10.11|. Procedure: A solution of 2-(4-bromo-2-fluorophenyl)-2-(4-cyclopropyl-3-oxo-1-oxa-4,9-diazaspiro[5.5]undecan-9-yl)acetamide (0.341 mmol) in dry 1,4-dioxane (1.5 mL) was treated with (4-fluorophenyl)boronic acid (0.375 mmol), PdCl2(dppf)-CH2Cl2 adduct (0.017 mmol) and 2M aq potassium carbonate (1.022 mmol). The solution was degassed with a stream of nitrogen for three minutes, at which point the reaction vessel was purged with nitrogen and sealed, and the mixture irradiated in a Biotage Initiator Microwave a... The reactants are CC(C)(CC)N (2-methylbutan-2-amine), CCN(C(C)C)C(C)C (DIEA), ClC1=NC(=NC=C1C#N)SC (4-Chloro-2-(methylthio)pyrimidine-5-carbonitrile). The solvent is CN(C)C=O (DMF). Conditions: temperature 70 celsius. Product: CSC1=NC=C(C(=N1)NC(C)(C)CC)C#N (2-(Methylthio)-4-(tert-pentylamino)pyrimidine-5-carbonitrile). RXN SMILES: Cl[C:2]1[C:7]([C:8]#[N:9])=[CH:6][N:5]=[C:4]([S:10][CH3:11])[N:3]=1.[CH3:12][C:13]([NH2:17])([CH2:15][CH3:16])[CH3:14].CCN(C(C)C)C(C)C>CN(C=O)C>[CH3:11][S:10][C:4]1[N:3]=[C:2]([NH:17][C:13]([CH2:15][CH3:16])([CH3:14])[CH3:12])[C:7]([C:8]#[N:9])=[CH:6][N:5]=1. Procedure: 4-Chloro-2-(methylthio)pyrimidine-5-carbonitrile (500 mg, 2.69 mmol) was dissolved in DMF (5 mL), 2-methylbutan-2-amine (0.378 mL, 3.24 mmol) and DIEA (1.411 mL, 8.08 mmol) were added and the reaction was heated at 70° C. overnight. LCMS showed the desired product mass as the dominant peak and no starting material remaining. The reaction was removed from heat and partitioned between ethyl acetate and water. The organic layer was washed once with brine before drying over magnesium sulfate, filter... The reactants are COc1cccc(CC(=O)O)c1, ClCCl, O=C(OC(=O)C(F)(F)F)C(F)(F)F, c1ccoc1. Product: COc1cccc(CC(=O)c2ccco2)c1. RXN SMILES: [CH3:1][O:2][c:3]1[cH:4][c:5]([CH2:9][C:10](=[O:11])[OH:12])[cH:6][cH:7][cH:8]1.[Cl:31][CH2:32][Cl:33].[F:18][C:19]([F:20])([F:21])[C:22]([O:23][C:24](=[O:25])[C:26]([F:27])([F:28])[F:29])=[O:30].[cH:13]1[cH:14][cH:15][o:16][cH:17]1>>[CH3:1][O:2][c:3]1[cH:4][c:5]([CH2:9][C:10](=[O:12])[c:15]2[cH:14][cH:13][cH:17][o:16]2)[cH:6][cH:7][cH:8]1. Reactants: Cl, [H][H], CC(N)C(Cl)c1ccccc1, O, O=S(Cl)Cl. Product: CC(N)Cc1ccccc1. Reaction SMILES: [ClH:5].[H:17][H:18].[NH2:6][CH:7]([CH:8]([c:9]1[cH:10][cH:11][cH:12][cH:13][cH:14]1)[Cl:15])[CH3:16].[OH2:19].[S:1]([Cl:2])([Cl:3])=[O:4]>>[NH2:6][CH:7]([CH2:8][c:9]1[cH:10][cH:11][cH:12][cH:13][cH:14]1)[CH3:16]. The reactants are CC(O)c1ccccc1Cl, COC(=O)CCC=Cc1ccc(-c2nocc2NC(=O)OC(C)c2ccccc2Cl)cc1, O=C(O)c1conc1-c1ccc(I)cc1. The product is CC(OC(=O)Nc1conc1-c1ccc(C=CCCC(=O)O)cc1)c1ccccc1Cl. Reaction SMILES: [Cl:16][c:17]1[cH:18][cH:19][cH:20][cH:21][c:22]1[CH:23]([OH:24])[CH3:25].[Cl:26][c:27]1[c:28]([CH:33]([CH3:34])[O:35][C:36](=[O:37])[NH:38][c:39]2[c:40](-[c:44]3[cH:45][cH:46][c:47]([CH:50]=[CH:51][CH2:52][CH2:53][C:54](=[O:55])[O:56][CH3:57])[cH:48][cH:49]3)[n:41][o:42][cH:43]2)[cH:29][cH:30][cH:31][cH:32]1.[I:1][c:2]1[cH:3][cH:4][c:5](-[c:6]2[c:7]([C:8]([OH:9])=[O:10])[cH:11][o:12][n:13]2)[cH:14][cH:15]1>>[Cl:26][c:27]1[c:28]([CH:33]([CH3:34])[O:35][C:36](=[O:37])[NH:38][c:39]2[c:40](-[c:44]3[cH:45][cH:46][c:47]([CH:50]=[CH:51][CH2:52][CH2:53][C:54](=[O:55])[OH:56])[cH:48][cH:49]3)[n:41][o:42][cH:43]2)[cH:29][cH:30][cH:31][cH:32]1. Reactants: BrCC=1C=C(C(=O)OC)C=CC1 (methyl 3-bromomethylbenzoate), NC(=S)N (thiourea). Solvent: CC(=O)C (acetone), CC(=O)C (acetone). Conditions: time 2 day. Yields the product SCC=1C=C(C(=O)OC)C=CC1 (Methyl 3-mercaptomethylbenzoate). As a reaction SMILES: Br[CH2:2][C:3]1[CH:4]=[C:5]([CH:10]=[CH:11][CH:12]=1)[C:6]([O:8][CH3:9])=[O:7].NC(N)=[S:15]>CC(C)=O>[SH:15][CH2:2][C:3]1[CH:4]=[C:5]([CH:10]=[CH:11][CH:12]=1)[C:6]([O:8][CH3:9])=[O:7]. Procedure: To a solution of methyl 3-bromomethylbenzoate (6.9 g, 30 mmol; Lancaster) in dry acetone (10 mL) was added via dropwise addition a solution of thiourea (2.28 g, 30 mmol) in dry acetone (40 mL) at room temperature. After 15 minutes the precipitated thiouronium salt was collected by filtration; the solids were washed with acetone and dried. The thiouronium salt was dissolved in H2O (65 mL) and the pH was adjusted to 10.5 by the addition of 10% NaOH. The mixture was refluxed for 2 hours. After cool... Reaction SMILES: C(OC(=O)[NH:7][CH2:8][CH2:9][CH2:10][NH:11][C:12]1[CH:21]=[C:20]([O:22][CH3:23])[C:19]2[C:14](=[CH:15][CH:16]=[CH:17][CH:18]=2)[N:13]=1)(C)(C)C.[ClH:25]>ClCCl.O1CCOCC1>[ClH:25].[ClH:25].[CH3:23][O:22][C:20]1[C:19]2[C:14](=[CH:15][CH:16]=[CH:17][CH:18]=2)[N:13]=[C:12]([NH:11][CH2:10][CH2:9][CH2:8][NH2:7])[CH:21]=1 |f:4.5.6|. Yield: 99.0%. The reactants are C(C)(C)(C)OC(NCCCNC1=NC2=CC=CC=C2C(=C1)OC)=O ([3-(4-methoxyquinolin-2-ylamino)propyl]carbamic acid tert-butyl ester), Cl (HCl). The solvent is ClCCl (dichloromethane), O1CCOCC1 (1,4-dioxane). Procedure: A solution of [3-(4-methoxyquinolin-2-ylamino)propyl]carbamic acid tert-butyl ester (3.10 g, 9.35 mmol) in anhydrous dichloromethane (20 ml) was treated with 4N HCl in 1,4-dioxane (10 ml). It was stirred at ambient temperature for 2 hours then was evaporated under reduced pressure to give N′-(4-methoxyquinolin-2-yl)propane-1,3-diamine dihydrochloride (2.81 g, 99%) as a white solid. [M+H]+ 232. Reaction conditions: time 2 hour. Product: Cl.Cl.COC1=CC(=NC2=CC=CC=C12)NCCCN (N′-(4-methoxyquinolin-2-yl)propane-1,3-diamine dihydrochloride).